Task: describe an organic reaction: reactants, conditions, products, and yield. Dataset: the Open Reaction Database (ORD), a public repository of structured organic reaction records Starting materials: OC1CCN(CC1)C(=O)N1CC(CC(C1)C1=CC=C(C=C1)C(F)(F)F)C(=O)O (1-[(4-Hydroxypiperidin-1-yl)carbonyl]-5-[4-(trifluoromethyl)phenyl]piperidine-3-carboxylic acid), FC=1C=C(C=CC1)C(N)=NO (3-Fluoro-N′-hydroxybenzenecarboximidamide). Product: FC=1C=C(C=CC1)C1=NOC(=N1)C1CN(CC(C1)C1=CC=C(C=C1)C(F)(F)F)C(=O)N1CCC(CC1)O ({3-[3-(3-Fluorophenyl)-1,2,4-oxadiazol-5-yl]-5-[4-(trifluoromethyl)phenyl]piperidin-1-yl}(4-hydroxypiperidin-1-yl)methanone). Reaction SMILES: [OH:1][CH:2]1[CH2:7][CH2:6][N:5]([C:8]([N:10]2[CH2:15][CH:14]([C:16]3[CH:21]=[CH:20][C:19]([C:22]([F:25])([F:24])[F:23])=[CH:18][CH:17]=3)[CH2:13][CH:12]([C:26](O)=[O:27])[CH2:11]2)=[O:9])[CH2:4][CH2:3]1.[F:29][C:30]1[CH:31]=[C:32]([C:36](=[N:38]O)[NH2:37])[CH:33]=[CH:34][CH:35]=1>>[F:29][C:30]1[CH:31]=[C:32]([C:36]2[N:38]=[C:26]([CH:12]3[CH2:13][CH:14]([C:16]4[CH:17]=[CH:18][C:19]([C:22]([F:24])([F:25])[F:23])=[CH:20][CH:21]=4)[CH2:15][N:10]([C:8]([N:5]4[CH2:6][CH2:7][CH:2]([OH:1])[CH2:3][CH2:4]4)=[O:9])[CH2:11]3)[O:27][N:37]=2)[CH:33]=[CH:34][CH:35]=1. Reported procedure: 100 mg (0.250 mmol) of 1-[(4-hydroxypiperidin-1-yl)carbonyl]-5-[4-(trifluoromethyl)phenyl]piperidine-3-carboxylic acid (Example 99A) and 42.3 mg (0.275 mmol) of 3-fluoro-N′-hydroxybenzenecarboximidamide (Example 73A) were reacted according to the General Method 1. Yield: 63.9 mg (48% of theory). Reactants: CC=1C(=NC(=NC1C)Cl)N1C(C2=CC=CC(=C2CC1)Cl)C (5,6-dimethyl-2-chloro-4-(1-methyl-5-chloro-1,2,3,4-tetrahydroisoquinolin-2-yl)pyrimidine), FC1=CC=C(N)C=C1 (4-fluoroaniline). Solvent: CN(C=O)C (dimethylformamide). The product is Cl.CC=1C(=NC(=NC1C)NC1=CC=C(C=C1)F)N1C(C2=CC=CC(=C2CC1)Cl)C (5,6-dimethyl-2-(4-fluorophenylamino)-4-(1-methyl-5-chloro-1,2,3,4-tetrahydroisoquinolin-2-yl)pyrimidine hydrochloride). Yield: 49.9%. As a reaction SMILES: [CH3:1][C:2]1[C:3]([N:10]2[CH2:19][CH2:18][C:17]3[C:12](=[CH:13][CH:14]=[CH:15][C:16]=3[Cl:20])[CH:11]2[CH3:21])=[N:4][C:5]([Cl:9])=[N:6][C:7]=1[CH3:8].[F:22][C:23]1[CH:29]=[CH:28][C:26]([NH2:27])=[CH:25][CH:24]=1>CN(C)C=O>[ClH:9].[CH3:1][C:2]1[C:3]([N:10]2[CH2:19][CH2:18][C:17]3[C:12](=[CH:13][CH:14]=[CH:15][C:16]=3[Cl:20])[CH:11]2[CH3:21])=[N:4][C:5]([NH:27][C:26]2[CH:28]=[CH:29][C:23]([F:22])=[CH:24][CH:25]=2)=[N:6][C:7]=1[CH3:8] |f:3.4|. Reported procedure: The same procedures as in Step 2 of Example 3 above were repeated using 5,6-dimethyl-2-chloro-4-(1-methyl-5-chloro- 1,2,3,4-tetrahydroisoquinolin-2-yl)pyrimidine (0.1 g, 0.31 mmol) prepared in Step 1 above, dimethylformamide (5 ml), and 4-fluoroaniline (0.07 ml, 0.74 mmol) to afford 67 mg (50%) of the titled compound. The reactants are ClCCl, CS(=O)(=O)c1ccc(C(CC2CCCC2)C(=O)Nc2ccn(Cc3cccc(C(=O)Cl)c3)n2)cc1Cl, [NH4+], [OH-]. The product is CS(=O)(=O)c1ccc(C(CC2CCCC2)C(=O)Nc2ccn(Cc3cccc(C(N)=O)c3)n2)cc1Cl. RXN SMILES: [CH2:39]([Cl:40])[Cl:41].[Cl:1][c:2]1[cH:3][c:4]([CH:12]([C:13](=[O:14])[NH:15][c:16]2[n:17][n:18]([CH2:21][c:22]3[cH:23][c:24]([C:25](=[O:26])[Cl:27])[cH:28][cH:29][cH:30]3)[cH:19][cH:20]2)[CH2:31][CH:32]2[CH2:33][CH2:34][CH2:35][CH2:36]2)[cH:5][cH:6][c:7]1[S:8](=[O:9])(=[O:10])[CH3:11].[NH4+:37].[OH-:38]>>[Cl:1][c:2]1[cH:3][c:4]([CH:12]([C:13](=[O:14])[NH:15][c:16]2[n:17][n:18]([CH2:21][c:22]3[cH:23][c:24]([C:25](=[O:26])[NH2:37])[cH:28][cH:29][cH:30]3)[cH:19][cH:20]2)[CH2:31][CH:32]2[CH2:33][CH2:34][CH2:35][CH2:36]2)[cH:5][cH:6][c:7]1[S:8](=[O:9])(=[O:10])[CH3:11]. RXN SMILES: [CH3:30][C:31](=[O:32])[OH:33].[F:1][c:2]1[cH:3][cH:4][c:5]([NH:8][CH2:9][CH2:10][CH:11]([CH3:12])[N:13]2[CH2:14][CH2:15][N:16]([c:19]3[cH:20][cH:21][c:22]([F:25])[cH:23][cH:24]3)[CH2:17][CH2:18]2)[c:6]([N+:7]([O-:26])=[O:27])[cH:28]1.[Zn:29]>>[NH2:8][CH2:9][CH2:10][CH:11]([CH3:12])[N:13]1[CH2:14][CH2:15][N:16]([c:19]2[cH:20][cH:21][c:22]([F:25])[cH:23][cH:24]2)[CH2:17][CH2:18]1. Yields the product CC(CCN)N1CCN(c2ccc(F)cc2)CC1. Reactants: CC(=O)O, CC(CCNc1ccc(F)cc1[N+](=O)[O-])N1CCN(c2ccc(F)cc2)CC1, [Zn]. Reactants: O=C([O-])O, ClCCl, CC(C)(C)OC(=O)NC1CCC(c2cccc(F)c2F)Cn2c(C(C)(C)O)cnc21, [Na+], O=C(O)C(F)(F)F. Product: CC(C)(O)c1cnc2n1CC(c1cccc(F)c1F)CCC2N. Reaction SMILES: [C:38](=[O:39])([OH:40])[O-:41].[Cl:43][CH2:44][Cl:45].[F:8][c:9]1[c:10]([CH:16]2[CH2:17][CH2:18][CH:19]([NH:30][C:31](=[O:32])[O:33][C:34]([CH3:35])([CH3:36])[CH3:37])[c:20]3[n:21]([c:23]([C:26]([CH3:27])([CH3:28])[OH:29])[cH:24][n:25]3)[CH2:22]2)[cH:11][cH:12][cH:13][c:14]1[F:15].[Na+:42].[OH:1][C:2]([C:3]([F:4])([F:5])[F:6])=[O:7]>>[F:8][c:9]1[c:10]([CH:16]2[CH2:17][CH2:18][CH:19]([NH2:30])[c:20]3[n:21]([c:23]([C:26]([CH3:27])([CH3:28])[OH:29])[cH:24][n:25]3)[CH2:22]2)[cH:11][cH:12][cH:13][c:14]1[F:15]. Starting materials: C(C)(=O)O.N(=[N+]=[N-])C1=C2CC[C@H]3[C@@H]4CC[C@H]([C@@H](CO)C)[C@]4(CC[C@@H]3[C@]2(CCC1=O)C)C ((20S)-4-azido-21-hydroxy-20-methylpregn-4-en-3-one acetate), C1(=CC=CC=C1)P(C1=CC=CC=C1)C1=CC=CC=C1 (triphenylphosphine), O1CCCC1 (tetrahydrofuran). Solvent: O (water). Product: C(C)(=O)O.NC1=C2CC[C@H]3[C@@H]4CC[C@H]([C@@H](CO)C)[C@]4(CC[C@@H]3[C@]2(CCC1=O)C)C ((20S)-4-amino-21-hydroxy-20-methylpregn-4-en-3-one acetate). Yield: 80.0%. Reaction SMILES: [C:1]([OH:4])(=[O:3])[CH3:2].[N:5]([C:8]1[C:28](=[O:29])[CH2:27][CH2:26][C@@:25]2([CH3:30])[C:9]=1[CH2:10][CH2:11][C@@H:12]1[C@@H:24]2[CH2:23][CH2:22][C@@:21]2([CH3:31])[C@H:13]1[CH2:14][CH2:15][C@@H:16]2[C@H:17]([CH3:20])[CH2:18][OH:19])=[N+]=[N-].C1(P(C2C=CC=CC=2)C2C=CC=CC=2)C=CC=CC=1.O1CCCC1>O>[C:1]([OH:4])(=[O:3])[CH3:2].[NH2:5][C:8]1[C:28](=[O:29])[CH2:27][CH2:26][C@@:25]2([CH3:30])[C:9]=1[CH2:10][CH2:11][C@@H:12]1[C@@H:24]2[CH2:23][CH2:22][C@@:21]2([CH3:31])[C@H:13]1[CH2:14][CH2:15][C@@H:16]2[C@H:17]([CH3:20])[CH2:18][OH:19] |f:0.1,5.6|. Reported procedure: A stirred mixture of (20S)-4-azido-21-hydroxy-20-methylpregn-4-en-3-one acetate (1.4 g, 3.39 mmole), triphenylphosphine (1.08 g), tetrahydrofuran (25 mL) and water (7 mL) was heated at reflux temperature under argon for 18 hours. The solvents were removed from the cooled reaction and the residue was purified by flash chromatography to give (20S)-4-amino-21-hydroxy-20-methylpregn-4-en-3-one acetate (1.1 g, 84%). IR 3470, 3366, 1732, 1674, 1618, 1584, 1254 cm-1 ; MS (CI) 388 (100%, M+1), 328 (70% ... The reactants are diester, C(C)N(C(=O)N1[C@H](C(=O)OCC2=CC=CC=C2)CCC1)CP(=O)(CCCCC1=CC=CC=C1)OCOC(C(C)(C)C)=O (1-[[Ethyl[[[(2,2-dimethyl-1-oxopropoxy)-methoxy](4-phenylbutyl)phosphinyl]methyl]amino]carbonyl]-L-proline, phenylmethyl ester). The reagents and catalysts are [Pd] (palladium on carbon). The solvent is CO (methanol). The product is C(C)N(C(=O)N1[C@H](C(=O)O)CCC1)CP(=O)(CCCCC1=CC=CC=C1)OCOC(C(C)(C)C)=O (1-[[ethyl[[[(2,2-dimethyl-1-oxopropoxy) methoxy](4-phenylbutyl)phosphinyl]methyl]amino]carbonyl]-L-proline). RXN SMILES: [CH2:1]([N:3]([CH2:21][P:22]([O:34][CH2:35][O:36][C:37](=[O:42])[C:38]([CH3:41])([CH3:40])[CH3:39])([CH2:24][CH2:25][CH2:26][CH2:27][C:28]1[CH:33]=[CH:32][CH:31]=[CH:30][CH:29]=1)=[O:23])[C:4]([N:6]1[CH2:20][CH2:19][CH2:18][C@H:7]1[C:8]([O:10]CC1C=CC=CC=1)=[O:9])=[O:5])[CH3:2]>CO.[Pd]>[CH2:1]([N:3]([CH2:21][P:22]([O:34][CH2:35][O:36][C:37](=[O:42])[C:38]([CH3:41])([CH3:40])[CH3:39])([CH2:24][CH2:25][CH2:26][CH2:27][C:28]1[CH:29]=[CH:30][CH:31]=[CH:32][CH:33]=1)=[O:23])[C:4]([N:6]1[CH2:20][CH2:19][CH2:18][C@H:7]1[C:8]([OH:10])=[O:9])=[O:5])[CH3:2]. Procedure details: A solution of the diester product from part (a) in methanol is added to a 10% palladium on carbon catalyst and the resulting mixture is shaken in a Parr hydrogenation apparatus for several hours. The catalyst is filtered off and the methanol is stripped from the filtrate. The crude product is chromatographed on silica gel to yield 1-[[ethyl[[[(2,2-dimethyl-1-oxopropoxy) methoxy](4-phenylbutyl)phosphinyl]methyl]amino]carbonyl]-L-proline. Starting materials: C([O-])([O-])=O.[K+].[K+] (potassium carbonate), OC1=CC=C(C=C1)C1=CC(=CC=C1)CNC(=O)C1=NC2=CC=CC=C2C(N1)=O (N-[(4′-hydroxybiphenyl-3-yl)methyl]-4-oxo-3,4-dihydroquinazoline-2-carboxamide), Example 119, BrC1(C(NC(NC1=O)=O)=O)CCOCC (5-bromo-5-[2-(ethyloxy)ethyl]pyrimidine-2,4,6(1H,3H,5H)-trione). Solvent: CN(C)C=O (DMF), C(C)(=O)OCC (ethyl acetate). The product is C(C)OCCC1(C(NC(NC1=O)=O)=O)OC1=CC=C(C=C1)C1=CC(=CC=C1)CNC(=O)C1=NC2=CC=CC=C2C(N1)=O (N-{[4′-({5-[2-(ethyloxy)ethyl]-2,4,6-trioxohexahydropyrimidin-5-yl}oxy)biphenyl-3-yl]methyl}-4-oxo-3,4-dihydroquinazoline-2-carboxamide). The yield is 51.0%. RXN SMILES: [OH:1][C:2]1[CH:7]=[CH:6][C:5]([C:8]2[CH:13]=[CH:12][CH:11]=[C:10]([CH2:14][NH:15][C:16]([C:18]3[NH:27][C:26](=[O:28])[C:25]4[C:20](=[CH:21][CH:22]=[CH:23][CH:24]=4)[N:19]=3)=[O:17])[CH:9]=2)=[CH:4][CH:3]=1.Br[C:30]1([CH2:39][CH2:40][O:41][CH2:42][CH3:43])[C:35](=[O:36])[NH:34][C:33](=[O:37])[NH:32][C:31]1=[O:38].C(=O)([O-])[O-].[K+].[K+]>CN(C=O)C.C(OCC)(=O)C>[CH2:42]([O:41][CH2:40][CH2:39][C:30]1([O:1][C:2]2[CH:7]=[CH:6][C:5]([C:8]3[CH:13]=[CH:12][CH:11]=[C:10]([CH2:14][NH:15][C:16]([C:18]4[NH:27][C:26](=[O:28])[C:25]5[C:20](=[CH:21][CH:22]=[CH:23][CH:24]=5)[N:19]=4)=[O:17])[CH:9]=3)=[CH:4][CH:3]=2)[C:31](=[O:38])[NH:32][C:33](=[O:37])[NH:34][C:35]1=[O:36])[CH3:43] |f:2.3.4|. Procedure details: A suspension of N-[(4′-hydroxybiphenyl-3-yl)methyl]-4-oxo-3,4-dihydroquinazoline-2-carboxamide obtained in Reference Example 119 (0.100 g, 0.269 mmol), 5-bromo-5-[2-(ethyloxy)ethyl]pyrimidine-2,4,6(1H,3H,5H)-trione obtained according to the methods described in WO02/34726 and the like (0.075 g, 0.269 mmol) and potassium carbonate (0.186 g, 1.34 mmol) in DMF (5 mL) was stirred at room temperature for 5 hr. The reaction mixture was diluted with ethyl acetate, washed with water and saturated brine,... The reactants are C1(=CC=CC=C1)C=1NC1 (2-phenylazirine), C1(=CC=CC=C1)C(CC(CC)=O)=O (1-phenylpentane-1,3-dione). Run in C(C)O (ethanol). Run at time 8 hour. The product is C(C)C=1NC=C(C1C(C1=CC=CC=C1)=O)C1=CC=CC=C1 (2-ethyl-3-benzoyl-4-phenylpyrrole). RXN SMILES: [C:1]1([C:7]2[NH:8][CH:9]=2)[CH:6]=[CH:5][CH:4]=[CH:3][CH:2]=1.[C:10]1([C:16](=[O:22])[CH2:17][C:18](=O)[CH2:19][CH3:20])[CH:15]=[CH:14][CH:13]=[CH:12][CH:11]=1>C(O)C>[CH2:19]([C:18]1[NH:8][CH:9]=[C:7]([C:1]2[CH:6]=[CH:5][CH:4]=[CH:3][CH:2]=2)[C:17]=1[C:16](=[O:22])[C:10]1[CH:15]=[CH:14][CH:13]=[CH:12][CH:11]=1)[CH3:20]. Reported procedure: The preparation is carried out in accordance with the general procedure in Example 1. The reactants are 2-phenylazirine and 1-phenylpentane-1,3-dione. The reaction product is dissolved in 150 ml of hot ethanol and the solution is allowed to stand overnight at room temperature. The precipitated crystals are filtered with suction.